Dataset: the Open Reaction Database (ORD), a public repository of structured organic reaction records. Task: describe an organic reaction: reactants, conditions, products, and yield The reactants are [OH-].[Na+] (NaOH), FC=1C=C(C=CC1F)O (3,4-difluorophenol), BrC1=NC(=CC=C1)Br (2,6-dibromopyridine), C(=O)([O-])[O-].[Cs+].[Cs+] (Cs2CO3). The solvent is CCOC(=O)C (EtOAc), CN1C(CCC1)=O (N-Methyl-2-pyrrolidinone). Conditions: temperature 100 celsius, time 18 hour. The product is BrC1=NC(=CC=C1)OC1=CC(=C(C=C1)F)F (2-Bromo-6-(3,4-difluorophenoxy)pyridine). Yield: 84.9%. RXN SMILES: [F:1][C:2]1[CH:3]=[C:4]([OH:9])[CH:5]=[CH:6][C:7]=1[F:8].[Br:10][C:11]1[CH:16]=[CH:15][CH:14]=[C:13](Br)[N:12]=1.C([O-])([O-])=O.[Cs+].[Cs+].[OH-].[Na+]>CN1CCCC1=O.CCOC(C)=O>[Br:10][C:11]1[CH:16]=[CH:15][CH:14]=[C:13]([O:9][C:4]2[CH:5]=[CH:6][C:7]([F:8])=[C:2]([F:1])[CH:3]=2)[N:12]=1 |f:2.3.4,5.6|. Procedure details: A mixture of 3,4-difluorophenol (1.55 g, 11.9 mmol), 2,6-dibromopyridine (2.82 g, 11.9 mmol), and Cs2CO3 (3.88 g, 11.9 mmol) in N-Methyl-2-pyrrolidinone (10 mL) was stirred at 100° C. for 18 h, then was cooled to rt. EtOAc (10 mL) and 1N aq. NaOH (20 mL) were added to the reaction mixture. The organic layer was separated and washed with water (3×) and brine, dried (MgSO4), and filtered. The filtrate was concentrated in vacuo. The crude product was chromatographed (SiO2; continuous gradient of Et... Reaction SMILES: [CH:2]1([C:8]2([n:17]3[cH:18][n:19][c:20]4[c:21]([NH2:22])[n:23][cH:24][n:25][c:26]34)[CH:9]([OH:10])[CH:11]([OH:12])[CH:13]([CH2:14][OH:15])[O:16]2)[CH2:3][CH2:4][CH2:5][CH2:6][CH2:7]1.[H:1]>>[CH:8]1([n:17]2[cH:18][n:19][c:20]3[c:21]([NH2:22])[n:23][cH:24][n:25][c:26]23)[CH:9]([OH:10])[CH:11]([OH:12])[CH:13]([CH2:14][OH:15])[O:16]1. The product is Nc1ncnc2c1ncn2C1OC(CO)C(O)C1O. Starting materials: Nc1ncnc2c1ncn2C1(C2CCCCC2)OC(CO)C(O)C1O, [H]. Starting materials: COC(OC)C1(C)Oc2ccc([N+](=O)[O-])cc2C(N(Cc2ncc[nH]2)c2ccc(Cl)cc2)C1O, CO. Product: COC(OC)C1(C)Oc2ccc(N)cc2C(N(Cc2ncc[nH]2)c2ccc(Cl)cc2)C1O. As a reaction SMILES: [CH3:1][O:2][CH:3]([C:4]1([CH3:32])[O:5][c:6]2[c:7]([cH:25][c:26]([N+:29]([O-:30])=[O:31])[cH:27][cH:28]2)[CH:8]([N:11]([CH2:12][c:13]2[nH:14][cH:15][cH:16][n:17]2)[c:18]2[cH:19][cH:20][c:21]([Cl:24])[cH:22][cH:23]2)[CH:9]1[OH:10])[O:33][CH3:34].[CH3:35][OH:36]>>[CH3:1][O:2][CH:3]([C:4]1([CH3:32])[O:5][c:6]2[c:7]([cH:25][c:26]([NH2:29])[cH:27][cH:28]2)[CH:8]([N:11]([CH2:12][c:13]2[nH:14][cH:15][cH:16][n:17]2)[c:18]2[cH:19][cH:20][c:21]([Cl:24])[cH:22][cH:23]2)[CH:9]1[OH:10])[O:33][CH3:34]. Starting materials: C(#N)[BH3-].[Na+] (sodium cyanoborohydride), NCCCNC=1NC2=CC=CC=C2C(C1)=O (2-(3-aminoprop-1-ylamino)-1H-quinolin-4-one), ClC=1C=C(C=O)C=CC1Cl (3,4-dichlorobenzaldehyde). The solvent is CO (methanol), CO (methanol), C(C)(=O)O (acetic acid), CO (methanol). Conditions: time 30 minute. Product: Cl.ClC=1C=C(CNCCCNC=2NC3=CC=CC=C3C(C2)=O)C=CC1Cl (2-[3-(3,4-Dichlorobenzylamino)prop-1-ylamino]-1H-quinolin-4-one hydrochloride). Yield: 115.9%. RXN SMILES: [NH2:1][CH2:2][CH2:3][CH2:4][NH:5][C:6]1[NH:7][C:8]2[C:13]([C:14](=[O:16])[CH:15]=1)=[CH:12][CH:11]=[CH:10][CH:9]=2.[Cl:17][C:18]1[CH:19]=[C:20]([CH:23]=[CH:24][C:25]=1[Cl:26])[CH:21]=O.C([BH3-])#N.[Na+]>CO.C(O)(=O)C>[ClH:17].[Cl:17][C:18]1[CH:19]=[C:20]([CH:23]=[CH:24][C:25]=1[Cl:26])[CH2:21][NH:1][CH2:2][CH2:3][CH2:4][NH:5][C:6]1[NH:7][C:8]2[C:13]([C:14](=[O:16])[CH:15]=1)=[CH:12][CH:11]=[CH:10][CH:9]=2 |f:2.3,6.7|. Reported procedure: To a solution of 2-(3-aminoprop-1-ylamino)-1H-quinolin-4-one (0.477 g, 2.2 mmol) in methanol (20 ml) and acetic acid (0.5 ml) was added 3,4-dichlorobenzaldehyde (0.385 g, 2.2 mmol) in methanol (5 ml). After stirring under argon for 30 min, sodium cyanoborohydride (0.207 g, 3.3 mmol) in methanol (3 ml) was added and the reaction stirred for 2 h. The reaction mixture was then cooled in an ice bath, and the precipitate filtered off, washed with cold methanol then dichloromethane and dried in vacuo ... Starting materials: CC(=O)O, CCc1[nH]cc(C#N)c1-c1ccc(Cl)cc1C(=O)c1ccccc1Cl. Product: CCc1[nH]cc2c1-c1ccc(Cl)cc1C(c1ccccc1Cl)=NC2. Reaction SMILES: [CH3:26][C:27](=[O:28])[OH:29].[Cl:1][c:2]1[c:3]([C:4](=[O:5])[c:6]2[c:7](-[c:13]3[c:14]([C:20]#[N:21])[cH:15][nH:16][c:17]3[CH2:18][CH3:19])[cH:8][cH:9][c:10]([Cl:12])[cH:11]2)[cH:22][cH:23][cH:24][cH:25]1>>[Cl:1][c:2]1[c:3]([C:4]2=[N:21][CH2:20][c:14]3[c:13]([c:17]([CH2:18][CH3:19])[nH:16][cH:15]3)-[c:7]3[c:6]2[cH:11][c:10]([Cl:12])[cH:9][cH:8]3)[cH:22][cH:23][cH:24][cH:25]1. Reactants: C(C1=CC=CC=C1)C1=C(C=C(C(=O)O)C=C1S(=O)(=O)Cl)OCC1=CC=CC=C1 (4-Benzyl-3-benzyloxy-5-chlorosulfonylbenzoic acid), [OH-].[NH4+] (ammonium hydroxide). Run at time 4.5 hour. The product is C(C1=CC=CC=C1)C1=C(C=C(C(=O)O)C=C1S(N)(=O)=O)OCC1=CC=CC=C1 (4-benzyl-3-benzyloxy-5-sulfamylbenzoic acid). Reaction SMILES: [CH2:1]([C:8]1[C:16]([S:17](Cl)(=[O:19])=[O:18])=[CH:15][C:11]([C:12]([OH:14])=[O:13])=[CH:10][C:9]=1[O:21][CH2:22][C:23]1[CH:28]=[CH:27][CH:26]=[CH:25][CH:24]=1)[C:2]1[CH:7]=[CH:6][CH:5]=[CH:4][CH:3]=1.[OH-].[NH4+:30]>>[CH2:1]([C:8]1[C:16]([S:17](=[O:19])(=[O:18])[NH2:30])=[CH:15][C:11]([C:12]([OH:14])=[O:13])=[CH:10][C:9]=1[O:21][CH2:22][C:23]1[CH:28]=[CH:27][CH:26]=[CH:25][CH:24]=1)[C:2]1[CH:7]=[CH:6][CH:5]=[CH:4][CH:3]=1 |f:1.2|. Procedure details: 4-Benzyl-3-benzyloxy-5-chlorosulfonylbenzoic acid (1.0 g) is in portions added to conc. ammonium hydroxide (10 ml) while stirring at 10°-12° C. After additional stirring at room temperature for about 20 hours, the mixture is left in a refrigerator for 4-5 hours. The separated ammonium salt is then collected by filtration and washed with a small amount of ice-cold water. After drying, the salt is dissolved in hot water (20 ml), and the solution is clarified by filtration hot in the presence of de...